The task is: describe an organic reaction: reactants, conditions, products, and yield. This data is from the Open Reaction Database (ORD), a public repository of structured organic reaction records. The product is C(C)(=O)O[C@H]1C[C@@H](CC2=CC=C3[C@@H]4CC[C@H]([C@@H](CCC(C(C)C)OC(C)=O)C)[C@]4(CC[C@@H]3[C@@]12C)C)OC(C)=O (1α,3β,24-triacetoxycholesta-5,7-diene). Run in N1=CC=CC=C1 (pyridine), ice water. Starting materials: O[C@H]1C[C@@H](CC2=CC=C3[C@@H]4CC[C@H]([C@@H](CCC(C(C)C)O)C)[C@]4(CC[C@@H]3[C@@]12C)C)O (1α,3β,24trihydroxycholesta-5,7-diene), C(C)(=O)OC(C)=O (acetic anhydride). Reaction SMILES: [OH:1][C@@H:2]1[C@@:27]2([CH3:28])[C:6](=[CH:7][CH:8]=[C:9]3[C@@H:26]2[CH2:25][CH2:24][C@@:23]2([CH3:29])[C@H:10]3[CH2:11][CH2:12][C@@H:13]2[C@H:14]([CH3:22])[CH2:15][CH2:16][CH:17]([OH:21])[CH:18]([CH3:20])[CH3:19])[CH2:5][C@@H:4]([OH:30])[CH2:3]1.C(O[C:35](=[O:37])[CH3:36])(=O)C>N1C=CC=CC=1>[C:2]([O:1][C@@H:2]1[C@@:27]2([CH3:28])[C:6](=[CH:7][CH:8]=[C:9]3[C@@H:26]2[CH2:25][CH2:24][C@@:23]2([CH3:29])[C@H:10]3[CH2:11][CH2:12][C@@H:13]2[C@H:14]([CH3:22])[CH2:15][CH2:16][CH:17]([O:21][C:17](=[O:21])[CH3:16])[CH:18]([CH3:20])[CH3:19])[CH2:5][C@@H:4]([O:30][C:35](=[O:37])[CH3:36])[CH2:3]1)(=[O:1])[CH3:3]. Procedure: 200 mg of 1α,3β,24trihydroxycholesta-5,7-diene prepared and separated in the same way as in Example 14, (D-1) was reacted with 2ml. of acetic anhydride and 5 ml. of pyridine at 95° C. for 3 hours. The reaction mixture was placed in ice water, and extracted with 40 ml. of diethyl ether. The ethereal phase was washed with dilute hydrochloric acid, then with alkali, and further with water, and dried. The ether was evaporated off to afford 1α,3β,24-triacetoxycholesta-5,7-diene as a slightly yellowis... Reactants: CS(=O)(=O)OC(C)C1=CC=C2OCCN3C=C(N=C3C2=C1)C1=NC=NN1C(C)C (1-{4-[1-(propan-2-yl)-1H-1,2,4-triazol-5-yl]-9-oxa-3,6-diazatricyclo[8.4.0.02,6]tetradeca1(14),2,4,10,12-pentaen-13-yl}ethyl methanesulfonate), CN1CCNCC1 (1-methylpiperazine), O1CCOCC1 (1,4-dioxane). Run at temperature 90 celsius, time 16 hour. Product: C(C)(C)N1N=CN=C1C=1N=C2N(CCOC3=C2C=C(C=C3)C(CC)N3CCN(CC3)C)C1 (2-(1-isopropyl-1H-1,2,4-triazol-5-yl)-10-(1-(4-methylpiperazin-1-yl)propyl)-5,6-dihydrobenzo[f]imidazo[1,2-d][1,4]oxazepine). As a reaction SMILES: CS(O[CH:6]([C:8]1[CH:21]=[C:20]2[C:11]([O:12][CH2:13][CH2:14][N:15]3[C:19]2=[N:18][C:17]([C:22]2[N:26]([CH:27]([CH3:29])[CH3:28])[N:25]=[CH:24][N:23]=2)=[CH:16]3)=[CH:10][CH:9]=1)[CH3:7])(=O)=O.[CH3:30][N:31]1[CH2:36][CH2:35][NH:34][CH2:33][CH2:32]1.O1CCOC[CH2:38]1>>[CH:27]([N:26]1[C:22]([C:17]2[N:18]=[C:19]3[C:20]4[CH:21]=[C:8]([CH:6]([N:34]5[CH2:35][CH2:36][N:31]([CH3:30])[CH2:32][CH2:33]5)[CH2:7][CH3:38])[CH:9]=[CH:10][C:11]=4[O:12][CH2:13][CH2:14][N:15]3[CH:16]=2)=[N:23][CH:24]=[N:25]1)([CH3:29])[CH3:28]. Procedure details: A mixture of 1-{4-[1-(propan-2-yl)-1H-1,2,4-triazol-5-yl]-9-oxa-3,6-diazatricyclo[8.4.0.02,6]tetradeca1(14),2,4,10,12-pentaen-13-yl}ethyl methanesulfonate from Example 146 (244 mg, 0.570 mmol) and 1-methylpiperazine (280 mg, 2.80 mmol) in 1,4-dioxane (4 mL) was stirred at 90° C. for 16 h under nitrogen atmosphere. After concentration, the residue was purified by reverse phase Combiflash eluting with a 0-50% gradient of CH3CN in 0.3% NH4HCO3 to give 170. The enantiomers were separated by chiral H... Starting materials: FC1=C(N)C(=CC(=C1C)F)CSC (2,4-difluoro-3-methyl-6-methylthiomethylaniline). Reagents/catalysts: [Ni] (Raney nickel). Run in C(C)O (ethanol), C(C)O (ethanol). Yields the product FC1=C(N)C(=CC(=C1C)F)C (2,4-difluoro-3,6-dimethylaniline). Isolated yield 84.8%. As a reaction SMILES: [F:1][C:2]1[C:8]([CH3:9])=[C:7]([F:10])[CH:6]=[C:5]([CH2:11]SC)[C:3]=1[NH2:4]>[Ni].C(O)C>[F:1][C:2]1[C:8]([CH3:9])=[C:7]([F:10])[CH:6]=[C:5]([CH3:11])[C:3]=1[NH2:4]. Procedure: To a solution of Raney nickel (50 g) in ethanol (100 ml) is added a solution of 2,4-difluoro-3-methyl-6-methylthiomethylaniline (4.79 g) in ethanol (30 ml) at room temperature with stirring, followed by stirring at room temperature for 30 minutes. The Raney nickel is filtered off and the filtrate is diluted with water, extracted with dichloromethane, and the extract is washed with water and dried. The solvent is distilled off under reduced pressure to give 2,4-difluoro-3,6-dimethylaniline (3.14 ... Starting materials: CC1=CC(=C(C=C1C)NC(OC1=CC=CC=C1)=O)OC (Phenyl N-(4,5-dimethyl-2-methoxyphenyl)carbamate), OC1=C(C=CC=C1)N1CCNCC1 (1-(2-hydroxyphenyl)piperazine). As a reaction SMILES: [CH3:1][C:2]1[C:7]([CH3:8])=[CH:6][C:5]([NH:9][C:10](=[O:18])OC2C=CC=CC=2)=[C:4]([O:19][CH3:20])[CH:3]=1.[OH:21][C:22]1[CH:27]=[CH:26][CH:25]=[CH:24][C:23]=1[N:28]1[CH2:33][CH2:32][NH:31][CH2:30][CH2:29]1>>[CH3:1][C:2]1[C:7]([CH3:8])=[CH:6][C:5]([NH:9][C:10]([N:31]2[CH2:30][CH2:29][N:28]([C:23]3[CH:24]=[CH:25][CH:26]=[CH:27][C:22]=3[OH:21])[CH2:33][CH2:32]2)=[O:18])=[C:4]([O:19][CH3:20])[CH:3]=1. Yields the product CC1=CC(=C(C=C1C)NC(=O)N1CCN(CC1)C1=C(C=CC=C1)O)OC (1-[(4,5-Dimethyl-2-methoxyphenyl)aminocarbonyl]-4-(2-hydroxyphenyl)piperazine). Isolated yield 87.0%. Reported procedure: Phenyl N-(4,5-dimethyl-2-methoxyphenyl)carbamate and 1-(2-hydroxyphenyl)piperazine were reacted by the same way with the example 170 to obtain the titled compound. The reactants are CN(S(=O)(=O)N1N=CC=2C1=C1OC(=C(C(C1=CC2)=O)I)C2=CC=CC=C2)C (7-Iodo-6-oxo-8-phenyl-6H-9-oxa-1,2-diaza-cyclopenta[a]naphthalene-1-sulfonic acid dimethylamide), FC=1C=C2C(C(=C(OC2=CC1)C1=CC=CC=C1)I)=O (6-fluoro-3-iodo-2-phenyl-chromen-4-one), CN(S(=O)(=O)N1N=CC2=CC=C(C(=C12)OC)C(C#CC1=CC=CC=C1)=O)C (7-methoxy-6-(3-phenyl-propynoyl)-indazole-1-sulfonic acid dimethylamide). Yields the product NC1(CCC1)C1=CC=C(C=C1)C=1C(C2=CC=C3C(=C2OC1C1=CC=CC=C1)NN=C3)=O (7-[4-(1-Amino-cyclobutyl)-phenyl]-8-phenyl-1H-9-oxa-1,2-diaza-cyclopenta[a]naphthalen-6-one). The yield is 82.0%. RXN SMILES: CN(C)S([N:6]1[C:10]2=[C:11]3[C:16](=[CH:17][CH:18]=[C:9]2[CH:8]=[N:7]1)[C:15](=[O:19])[C:14](I)=[C:13]([C:21]1[CH:26]=[CH:25][CH:24]=[CH:23][CH:22]=1)[O:12]3)(=O)=O.FC1C=[C:31]2C(=CC=1)O[C:34]([C:39]1[CH:44]=[CH:43][CH:42]=[CH:41][CH:40]=1)=[C:33](I)[C:32]2=O.C[N:48](C)S(N1C2C(=CC=C(C(=O)C#CC3C=CC=CC=3)C=2OC)C=N1)(=O)=O>>[NH2:48][C:34]1([C:39]2[CH:40]=[CH:41][C:42]([C:14]3[C:15](=[O:19])[C:16]4[C:11]([O:12][C:13]=3[C:21]3[CH:26]=[CH:25][CH:24]=[CH:23][CH:22]=3)=[C:10]3[NH:6][N:7]=[CH:8][C:9]3=[CH:18][CH:17]=4)=[CH:43][CH:44]=2)[CH2:31][CH2:32][CH2:33]1. Procedure: 7-Iodo-6-oxo-8-phenyl-6H-9-oxa-1,2-diaza-cyclopenta[a]naphthalene-1-sulfonic acid dimethylamide Following the procedure used to prepare 6-fluoro-3-iodo-2-phenyl-chromen-4-one, 7-methoxy-6-(3-phenyl-propynoyl)-indazole-1-sulfonic acid dimethylamide was reacted to give the title compound as a tan solid (173 mg, 82%). LCMS (Method B): RT=4.42 min, [M+H]+=496. Starting materials: FC=1C=C(C=CC1)CCN (2-(3-fluoro-phenyl)-ethylamine), C(C)(=O)OC(C)=O (acetic anhydride). Product: FC=1C=C(C=CC1)CCNC(C)=O (N-[2-(3-Fluoro-phenyl)-ethyl]-acetamide). As a reaction SMILES: [F:1][C:2]1[CH:3]=[C:4]([CH2:8][CH2:9][NH2:10])[CH:5]=[CH:6][CH:7]=1.[C:11](OC(=O)C)(=[O:13])[CH3:12]>>[F:1][C:2]1[CH:3]=[C:4]([CH2:8][CH2:9][NH:10][C:11](=[O:13])[CH3:12])[CH:5]=[CH:6][CH:7]=1. Procedure: In close analogy to the procedure described above, 2-(3-fluoro-phenyl)-ethylamine is reacted with acetic anhydride to provide the title compound.